Dataset: the Open Reaction Database (ORD), a public repository of structured organic reaction records. Task: describe an organic reaction: reactants, conditions, products, and yield Reactants: CN1CCN(C(=O)c2cc(O)c(OCc3ccccc3)cn2)CC1, CO. The product is CN1CCN(C(=O)c2cc(O)c(O)cn2)CC1. RXN SMILES: [CH3:1][N:2]1[CH2:3][CH2:4][N:5]([C:8](=[O:9])[c:10]2[n:11][cH:12][c:13]([O:17][CH2:18][c:19]3[cH:20][cH:21][cH:22][cH:23][cH:24]3)[c:14]([OH:16])[cH:15]2)[CH2:6][CH2:7]1.[CH3:25][OH:26]>>[CH3:1][N:2]1[CH2:3][CH2:4][N:5]([C:8](=[O:9])[c:10]2[n:11][cH:12][c:13]([OH:17])[c:14]([OH:16])[cH:15]2)[CH2:6][CH2:7]1. Reactants: CCCCCCCCCCN, CN([SiH](C)C)[Si](C)(C)C, [NH4+], [NH4+], O=S(=O)([O-])[O-], O=C1CONC(=O)N1, C1COCCO1. The product is CCCCCCCCCCNC1=NC(=O)NOC1. As a reaction SMILES: [CH2:25]([CH2:26][CH2:27][CH2:28][CH2:29][CH2:30][CH2:31][CH2:32][CH2:33][CH3:34])[NH2:35].[CH3:16][SiH:17]([CH3:18])[N:19]([CH3:20])[Si:21]([CH3:22])([CH3:23])[CH3:24].[NH4+:10].[NH4+:9].[O-:11][S:12](=[O:13])(=[O:14])[O-:15].[O:1]1[NH:2][C:3](=[O:8])[NH:4][C:5](=[O:7])[CH2:6]1.[O:36]1[CH2:37][CH2:38][O:39][CH2:40][CH2:41]1>>[O:1]1[NH:2][C:3](=[O:8])[N:4]=[C:5]([NH:35][CH2:25][CH2:26][CH2:27][CH2:28][CH2:29][CH2:30][CH2:31][CH2:32][CH2:33][CH3:34])[CH2:6]1. Starting materials: ClC(Cl)(Cl)Cl, CCOC(=O)CC(=O)OCC, CCOCC, CCO, Cl, O=C(Cl)CCC(F)(F)F. Yields the product CCOC(=O)C(C(=O)CCC(F)(F)F)C(=O)OCC. As a reaction SMILES: [C:1]([Cl:2])([Cl:3])([Cl:4])[Cl:5].[C:6]([CH2:7][C:8](=[O:9])[O:10][CH2:11][CH3:12])(=[O:13])[O:14][CH2:15][CH3:16].[CH3:27][CH2:28][O:29][CH2:30][CH3:31].[CH3:32][CH2:33][OH:34].[ClH:26].[F:17][C:18]([CH2:19][CH2:20][C:21](=[O:22])[Cl:23])([F:24])[F:25]>>[C:6]([CH:7]([C:8](=[O:9])[O:10][CH2:11][CH3:12])[C:21]([CH2:20][CH2:19][C:18]([F:17])([F:24])[F:25])=[O:22])(=[O:13])[O:14][CH2:15][CH3:16].